This data is from the Open Reaction Database (ORD), a public repository of structured organic reaction records. The task is: describe an organic reaction: reactants, conditions, products, and yield Reactants: solution, BrC=1N(N=C2C1N=C(NC2=O)C=2C(=NC=C(C2)[N+](=O)[O-])OCC)C (3-Bromo-5-(2-ethoxy-5-nitropyridin-3-yl)-2-methyl-2,6-dihydro-7H-pyrazolo[4,3-d]pyrimidin-7-one), C(C)(=O)OCC (ethyl acetate). Reagents/catalysts: [Cl-].[Cl-].[Cl-].[Ti+3] (Titanium trichloride). Run in Cl (hydrochloric acid), C(C)(=O)O (acetic acid). Yields the product BrC=1N(N=C2C1N=C(NC2=O)C=2C(=NC=C(C2)N)OCC)C (3-Bromo-5-(5-amino-2-ethoxy-pyridin-3-yl)-2-methyl-2,6-dihydro-7H-pyrazolo[4,3-d]pyrimidin-7-one). Yield: 42.3%. Reaction SMILES: [Br:1][C:2]1[N:3]([CH3:24])[N:4]=[C:5]2[C:10](=[O:11])[NH:9][C:8]([C:12]3[C:13]([O:21][CH2:22][CH3:23])=[N:14][CH:15]=[C:16]([N+:18]([O-])=O)[CH:17]=3)=[N:7][C:6]=12.C(OCC)(=O)C>Cl.C(O)(=O)C.[Cl-].[Cl-].[Cl-].[Ti+3]>[Br:1][C:2]1[N:3]([CH3:24])[N:4]=[C:5]2[C:10](=[O:11])[NH:9][C:8]([C:12]3[C:13]([O:21][CH2:22][CH3:23])=[N:14][CH:15]=[C:16]([NH2:18])[CH:17]=3)=[N:7][C:6]=12 |f:4.5.6.7|. Procedure: Titanium trichloride (20.93 g, 140 mL of a 15% solution in hydrochloric acid) was added to a solution of 3-bromo-5-(2-ethoxy-5-nitropyridin-3-yl)-2-methyl-2,6-dihydro-7H-pyrazolo[4,3-d]pyrimidin-7-one (Example 53) (7.66 g, 19.4 mmol) in acetic acid (100 mL). After 2 h the acetic acid was evaporated and azeotroped with toluene. The residue was partitioned between sodium bicarbonate solution and dichloromethane and the titanium salts filtered to aid separation of the aqueous and organic phases. Th... Reactants: BrC=1C=CC(=C(C1)C(CCl)=O)O (1-(5-bromo-2-hydroxyphenyl)-2-chloroethanone), C(C)(=O)[O-].[Na+] (sodium acetate). The solvent is CO (methanol). The product is BrC=1C=CC2=C(C(CO2)=O)C1 (5-bromobenzofuran-3-one). The yield is 30.1%. Reaction SMILES: [Br:1][C:2]1[CH:3]=[CH:4][C:5]([OH:12])=[C:6]([C:8](=[O:11])[CH2:9]Cl)[CH:7]=1.C([O-])(=O)C.[Na+]>CO>[Br:1][C:2]1[CH:3]=[CH:4][C:5]2[O:12][CH2:9][C:8](=[O:11])[C:6]=2[CH:7]=1 |f:1.2|. Reported procedure: A solution of 8.34 g (33.4 mmol) of 1-(5-bromo-2-hydroxyphenyl)-2-chloroethanone and 3.3 g (40.1 mmol) of anhydrous sodium acetate in 350 ml of methanol is heated at 65° C. for one hour, subsequently evaporated to dryness, the residue is taken up in 50 ml of water, and the aqueous mixture is extracted twice with 50 ml of methylene chloride each time. After the combined organic phases have been dried over sodium sulfate and the solvent has been stripped off, the crude product is purified by colum... Reactants: N(=NC(=O)OC(C)(C)C)C(=O)OC(C)(C)C (di-tert-butyl diazene-1,2-dicarboxylate), C1(=CC=CC=C1)P(C1=CC=CC=C1)C1=CC=CC=C1 (triphenylphosphine), OC=1C(C(=NN(C1)C1=CC=CC=C1)C1=CC=NN1C)=O (5-hydroxy-3-(1-methyl-1H-pyrazol-5-yl)-1-phenylpyridazin-4(1H)-one), N1=C(C=CC2=CC=CC=C12)CCO (2-quinolin-2-ylethanol). Run in C1(=CC=CC=C1)C (Toluene). Conditions: time 10 minute. Yields the product CN1N=CC=C1C1=NN(C=C(C1=O)OCCC1=NC2=CC=CC=C2C=C1)C1=CC=CC=C1 (3-(1-methyl-1H-pyrazol-5-yl)-1-phenyl-5-(2-quinolin-2-ylethoxy)pyridazin-4(1H)-one). The yield is 70.2%. Reaction SMILES: N(C(OC(C)(C)C)=O)=NC(OC(C)(C)C)=O.C1(P(C2C=CC=CC=2)C2C=CC=CC=2)C=CC=CC=1.[OH:36][C:37]1[C:38](=[O:55])[C:39]([C:49]2[N:53]([CH3:54])[N:52]=[CH:51][CH:50]=2)=[N:40][N:41]([C:43]2[CH:48]=[CH:47][CH:46]=[CH:45][CH:44]=2)[CH:42]=1.[N:56]1[C:65]2[C:60](=[CH:61][CH:62]=[CH:63][CH:64]=2)[CH:59]=[CH:58][C:57]=1[CH2:66][CH2:67]O>C1(C)C=CC=CC=1>[CH3:54][N:53]1[C:49]([C:39]2[C:38](=[O:55])[C:37]([O:36][CH2:67][CH2:66][C:57]3[CH:58]=[CH:59][C:60]4[C:65](=[CH:64][CH:63]=[CH:62][CH:61]=4)[N:56]=3)=[CH:42][N:41]([C:43]3[CH:44]=[CH:45][CH:46]=[CH:47][CH:48]=3)[N:40]=2)=[CH:50][CH:51]=[N:52]1. Procedure details: Toluene (20 mL) was added to di-tert-butyl diazene-1,2-dicarboxylate (345 mg), triphenylphosphine (459 mg) and the mixture was stirred at room temperature for 10 min. Then, 5-hydroxy-3-(1-methyl-1H-pyrazol-5-yl)-1-phenylpyridazin-4(1H)-one (268 mg), and further, 2-quinolin-2-ylethanol (260 mg) were added, and the mixture was stirred at room temperature for 64 hr. The reaction mixture was concentrated under reduced pressure, and the residue was purified by silica gel column chromatography (ethyl ...